Dataset: the Open Reaction Database (ORD), a public repository of structured organic reaction records. Task: describe an organic reaction: reactants, conditions, products, and yield Starting materials: F[B-](F)(F)F, CC(C)(C)c1ccc(CNCCc2cccc(OC(F)(F)F)c2)cc1, CCN(C(C)C)C(C)C, CN(C)C=O, O, CN(C)C(On1nnc2ccccc21)=[N+](C)C, O=C(O)c1cccc2cc[nH]c12. Yields the product CC(C)(C)c1ccc(CN(CCc2cccc(OC(F)(F)F)c2)C(=O)c2cccc3cc[nH]c23)cc1. RXN SMILES: [B-:13]([F:14])([F:15])([F:16])[F:17].[C:44]([CH3:45])([CH3:46])([CH3:47])[c:48]1[cH:49][cH:50][c:51]([CH2:52][NH:53][CH2:54][CH2:55][c:56]2[cH:57][c:58]([O:62][C:63]([F:64])([F:65])[F:66])[cH:59][cH:60][cH:61]2)[cH:67][cH:68]1.[CH:35]([N:36]([CH2:37][CH3:38])[CH:39]([CH3:40])[CH3:41])([CH3:42])[CH3:43].[O:69]=[CH:70][N:71]([CH3:72])[CH3:73].[OH2:74].[n:18]1([O:19][C:20]([N:21]([CH3:22])[CH3:23])=[N+:24]([CH3:25])[CH3:26])[c:27]2[cH:28][cH:29][cH:30][cH:31][c:32]2[n:33][n:34]1.[nH:1]1[cH:2][cH:3][c:4]2[cH:5][cH:6][cH:7][c:8]([C:10](=[O:11])[OH:12])[c:9]12>>[nH:1]1[cH:2][cH:3][c:4]2[cH:5][cH:6][cH:7][c:8]([C:10](=[O:12])[N:53]([CH2:52][c:51]3[cH:50][cH:49][c:48]([C:44]([CH3:45])([CH3:46])[CH3:47])[cH:68][cH:67]3)[CH2:54][CH2:55][c:56]3[cH:57][c:58]([O:62][C:63]([F:64])([F:65])[F:66])[cH:59][cH:60][cH:61]3)[c:9]12. The product is C1(=CC=CC=C1)CCCOC(=O)C=1C(C=C(NC1C)SC)C1=CC(=CC=C1)Cl (4-(3-chlorophenyl)-6-methyl-2-(methylthio)-1,4-dihydropyridine-5-carboxylic acid 3-phenylpropyl ester). Reported procedure: 200 mg (0.583 mmol) of 2-acetyl-3-(3-chlorophenyl) acrylic acid 3-phenylpropyl ester was dissolved in 10 ml of DMF. 130 mg (0.467 mmol) of methylisothiourea-sulfate and 95.6 mg (1.17 mmol) of sodium acetate was added at room temperature and stirred at 60° C. for 2 days. After DMF was evaporated under reduced pressure, the reaction mixture was diluted with ethyl acetate and washed with saturated aqueous sodium chloride solution. The organic layer was dried over anhydrous magnesium sulfate and the... Reaction SMILES: [C:1]1([CH2:7][CH2:8][CH2:9][O:10][C:11](=[O:24])[C:12]([C:21](=O)[CH3:22])=[CH:13][C:14]2[CH:19]=[CH:18][CH:17]=[C:16]([Cl:20])[CH:15]=2)[CH:6]=[CH:5][CH:4]=[CH:3][CH:2]=1.CN[C:27](=N)[SH:28].S([O-])([O-])(=O)=O.[C:35]([O-])(=O)[CH3:36].[Na+].C[N:41](C=O)C>>[C:1]1([CH2:7][CH2:8][CH2:9][O:10][C:11]([C:12]2[CH:13]([C:14]3[CH:19]=[CH:18][CH:17]=[C:16]([Cl:20])[CH:15]=3)[CH:36]=[C:35]([S:28][CH3:27])[NH:41][C:21]=2[CH3:22])=[O:24])[CH:6]=[CH:5][CH:4]=[CH:3][CH:2]=1 |f:1.2,3.4|. The reactants are CNC(S)=N.S(=O)(=O)([O-])[O-] (methylisothiourea sulfate), C(C)(=O)[O-].[Na+] (sodium acetate), C1(=CC=CC=C1)CCCOC(C(=CC1=CC(=CC=C1)Cl)C(C)=O)=O (2-acetyl-3-(3-chlorophenyl) acrylic acid 3-phenylpropyl ester), CN(C)C=O (DMF). Conditions: temperature 60 celsius, time 2 day. Starting materials: CN(C)C=O, [H-], CI, [Na+], CCOC(=O)c1nc2ccccc2[nH]c1=O, O. Yields the product CCOC(=O)c1nc2ccccc2n(C)c1=O. As a reaction SMILES: [CH3:22][N:23]([CH3:24])[CH:25]=[O:26].[H-:17].[I:19][CH3:20].[Na+:18].[O:1]=[c:2]1[nH:3][c:4]2[cH:5][cH:6][cH:7][cH:8][c:9]2[n:10][c:11]1[C:12](=[O:13])[O:14][CH2:15][CH3:16].[OH2:21]>>[O:1]=[c:2]1[n:3]([CH3:20])[c:4]2[cH:5][cH:6][cH:7][cH:8][c:9]2[n:10][c:11]1[C:12](=[O:13])[O:14][CH2:15][CH3:16]. The reactants are C1(CCCCC1)CCC1CCC(O1)C(CCNC(C(F)(F)F)=O)O (N-(3-(5-(2-cyclohexylethyl)tetrahydrofuran-2-yl)-3-hydroxypropyl)-2,2,2-trifluoroacetamide), N.CO.C(Cl)Cl (NH3 MeOH CH2Cl2), Example 15. The product is NCCC(O)C1OC(CC1)CCC1CCCCC1 (3-amino-1-(5-(2-cyclohexylethyl)tetrahydrofuran-2-yl)propan-1-ol). RXN SMILES: [CH:1]1([CH2:7][CH2:8][CH:9]2[O:13][CH:12]([CH:14]([OH:24])[CH2:15][CH2:16][NH:17]C(=O)C(F)(F)F)[CH2:11][CH2:10]2)[CH2:6][CH2:5][CH2:4][CH2:3][CH2:2]1.N.CO.C(Cl)Cl>>[NH2:17][CH2:16][CH2:15][CH:14]([CH:12]1[CH2:11][CH2:10][CH:9]([CH2:8][CH2:7][CH:1]2[CH2:6][CH2:5][CH2:4][CH2:3][CH2:2]2)[O:13]1)[OH:24] |f:1.2.3|. Reported procedure: Deprotection of N-(3-(5-(2-cyclohexylethyl)tetrahydrofuran-2-yl)-3-hydroxypropyl)-2,2,2-trifluoroacetamide following the method used in Example 14 gave after flash chromatography purification (4%-16% 7N NH3/MeOH—CH2Cl2 gradient) Example 15 as a colorless oil. Yield (0.033 g, 40%); 1H NMR (400 MHz, CD3OD) δ 3.62-3.84 (m, 2H), 3.45-3.57 (m, 2H), 2.71-2.88 (m, 2H), 1.80-2.05 (m, 2H), 1.39-1.80 (m, 10H), 1.09-1.37 (m, 6H), 0.87-0.99 (m, 2H); RP-HPLC tR=9.75 min; ESI-MS m/z 256.3 [M+H]+. Reactants: OC[C@@H]1CCC(O1)=O ((S)-5-(hydroxymethyl)dihydrofuran-2(3H)-one), O1CCCC=C1 (3,4-dihydro-2H-pyran), C1(=CC=C(C=C1)S(=O)(=O)[O-])C.[NH+]1=CC=CC=C1 (pyridinium p-toluenesulfonate). Solvent: ClCCl (dichloromethane). Run at time 8 hour. Yields the product O1C(CCCC1)OC[C@@H]1CCC(O1)=O ((5S)-5-((tetrahydro-2H-pyran-2-yloxy)methyl)dihydrofuran-2(3H)-one). The yield is 92.9%. As a reaction SMILES: [OH:1][CH2:2][C@H:3]1[O:7][C:6](=[O:8])[CH2:5][CH2:4]1.[O:9]1[CH:14]=[CH:13][CH2:12][CH2:11][CH2:10]1.C1(C)C=CC(S([O-])(=O)=O)=CC=1.[NH+]1C=CC=CC=1>ClCCl>[O:9]1[CH2:14][CH2:13][CH2:12][CH2:11][CH:10]1[O:1][CH2:2][C@H:3]1[O:7][C:6](=[O:8])[CH2:5][CH2:4]1 |f:2.3|. Procedure details: To a solution of (S)-5-(hydroxymethyl)dihydrofuran-2(3H)-one (1.0 g, 8.6 mmol, Acros) in dichloromethane (10 mL) were added 3,4-dihydro-2H-pyran (0.94 mL, 10.3 mmol, Aldrich) and pyridinium p-toluenesulfonate (0.22 g, 0.86 mmol, Aldrich). After stirring at room temperature overnight, the reaction mixture was washed with water (5 mL) and brine (5 mL). The organic extract was dried (Na2SO4), filtered, and concentrated. The residue was purified by column chromatography using an Analogix® Intellifla... Starting materials: C(C1=CC=CC=C1)NC(=O)C1=C(N=C(S1)N)C (2-Amino-4-methylthiazole-5-carboxylic acid benzylamide), C(CC=1C(C(=O)O)=CC=CC1)(=O)O (homophthalic acid). Product: C(C1=CC=CC=C1)NC(=O)C1=C(N=C(S1)NC(=O)CC1=C(C(=O)O)C=CC=C1)C (2-[(5-benzylcarbamoyl-4-methyl-thiazol-2-ylcarbamoyl)-methyl]-benzoic acid). Isolated yield 60.0%. As a reaction SMILES: [CH2:1]([NH:8][C:9]([C:11]1[S:15][C:14]([NH2:16])=[N:13][C:12]=1[CH3:17])=[O:10])[C:2]1[CH:7]=[CH:6][CH:5]=[CH:4][CH:3]=1.[C:18](O)(=[O:29])[CH2:19][C:20]1[C:21](=[CH:25][CH:26]=[CH:27][CH:28]=1)[C:22]([OH:24])=[O:23]>>[CH2:1]([NH:8][C:9]([C:11]1[S:15][C:14]([NH:16][C:18]([CH2:19][C:20]2[CH:28]=[CH:27][CH:26]=[CH:25][C:21]=2[C:22]([OH:24])=[O:23])=[O:29])=[N:13][C:12]=1[CH3:17])=[O:10])[C:2]1[CH:7]=[CH:6][CH:5]=[CH:4][CH:3]=1. Procedure details: 2-Amino-4-methylthiazole-5-carboxylic acid benzylamide (0.25 g, 1.00 mmol) and homophthalic acid (0.18 g, 1.00 mmol) were melted together at 170° C. for 2 hours. A colorless solid formed after the melt was cooled to ambient temperature. The solid was washed with ether (50 mL) and then crystallized from ethyl acetate/methanol to afford the title compound in 60% yield; 1H NMR (DMSO-d6, 300 MHz) δ 12.37 (s, 1H), 8.48 (t, J=5.9 Hz, 1H), 7.88 (dd, J=1.4, 7.6 Hz, 1H), 7.50 (dt, J=1.4, 7.6 Hz, 1H), 7.4... Starting materials: C1(CCCCC1)C1=CC=C(OC[C@@H]2CN=C(O2)N)C=C1 ((S) -5-(4-cyclohexyl-phenoxy methyl)-4,5-dihydro-oxazol-2-ylamine), COC(C(CCOC)C=O)=O (2-formyl-4-methoxy-butyric acid methyl ester). Reported procedure: The title compound was prepared from (S) -5-(4-cyclohexyl-phenoxy methyl)-4,5-dihydro-oxazol-2-ylamine and 2-formyl-4-methoxy-butyric acid methyl ester employing the procedure described in Step2 of Example 87. [α]D25 −19.00 (c 0.5, CHCl3). Solvent: C(Cl)(Cl)Cl (CHCl3). As a reaction SMILES: [CH:1]1([C:7]2[CH:20]=[CH:19][C:10]([O:11][CH2:12][C@H:13]3[O:17][C:16]([NH2:18])=[N:15][CH2:14]3)=[CH:9][CH:8]=2)[CH2:6][CH2:5][CH2:4][CH2:3][CH2:2]1.C[O:22][C:23](=O)[CH:24]([CH:29]=O)[CH2:25][CH2:26][O:27][CH3:28]>C(Cl)(Cl)Cl>[CH:1]1([C:7]2[CH:20]=[CH:19][C:10]([O:11][CH2:12][CH:13]3[O:17][C:16]4=[N:18][C:23](=[O:22])[C:24]([CH2:25][CH2:26][O:27][CH3:28])=[CH:29][N:15]4[CH2:14]3)=[CH:9][CH:8]=2)[CH2:2][CH2:3][CH2:4][CH2:5][CH2:6]1. Product: C1(CCCCC1)C1=CC=C(OCC2CN3C(=NC(C(=C3)CCOC)=O)O2)C=C1 (2-(4-Cyclohexyl-phenoxymethyl)-6-(2-methoxy-ethyl)-2,3-dihydro-oxazolo[3,2-a]pyrimidin-7-one).